Dataset: the Open Reaction Database (ORD), a public repository of structured organic reaction records. Task: describe an organic reaction: reactants, conditions, products, and yield Starting materials: NC1=NC2=CC=CC=C2C=C1C(=O)N (2-aminoquinoline-3-carboxamide), O.C1(=CC=C(C=C1)S(=O)(=O)O)C (p-toluenesulfonic acid-monohydrate), C(C)OCC (diethyl ether). Procedure details: A slurry of 2-aminoquinoline-3-carboxamide (1.0 g, 5.3 mmol), (Campaigne, E.; Randau, G. J. Het. Chem. 1971, Vol. 8, p. 111) and p-toluenesulfonic acid-monohydrate (50 mg) in triethyl orthopropionate (25 mL) was refluxed for 24 hours. After cooling, the reaction mixture was diluted into diethyl ether (50 mL), the resulting solids filtered and washed with diethyl ether. The solids were recrystallized from formamide to afford 0.14 g of the title compound; m.p. 240-245° C. Yield: 236.5%. Product: C(C)C1=NC(C=2C(=NC3=CC=CC=C3C2)N1)=O (2-Ethylpyrimido[4,5-b]quinolin-4(1 H)-one). As a reaction SMILES: [NH2:1][C:2]1[C:11]([C:12]([NH2:14])=[O:13])=[CH:10][C:9]2[C:4](=[CH:5][CH:6]=[CH:7][CH:8]=2)[N:3]=1.O.[C:16]1(C)[CH:21]=CC(S(O)(=O)=O)=C[CH:17]=1.C(OCC)C>C(OCC)(OCC)(OCC)CC>[CH2:16]([C:21]1[NH:1][C:2]2=[N:3][C:4]3[C:9]([CH:10]=[C:11]2[C:12](=[O:13])[N:14]=1)=[CH:8][CH:7]=[CH:6][CH:5]=3)[CH3:17] |f:1.2|. Run in C(CC)(OCC)(OCC)OCC (triethyl orthopropionate). Solvent: O (water). Procedure: 4-Bromopyridine hydrochloride (8 g, 41.1 mmol), diethyl phosphite (8.23 mL, 63.8 mmol), tetrakis(triphenylphosphine)palladium(0) (1.189 g, 1.029 mmol) and TEA (17.20 mL, 123 mmol) were stirred in refluxing toluene (160 mL) overnight. Room temperature was attained, water was added and the organic layer separated. The aqueous phase was extracted with EtOAc (×2). The combined organic extracts were washed with brine, dried over MgSO4 and concentrated in vacuo. Purification of the residue by MPLC (Et... The reagents and catalysts are C=1C=CC(=CC1)[P](C=2C=CC=CC2)(C=3C=CC=CC3)[Pd]([P](C=4C=CC=CC4)(C=5C=CC=CC5)C=6C=CC=CC6)([P](C=7C=CC=CC7)(C=8C=CC=CC8)C=9C=CC=CC9)[P](C=1C=CC=CC1)(C=1C=CC=CC1)C=1C=CC=CC1 (tetrakis(triphenylphosphine)palladium(0)). Reactants: C1(=CC=CC=C1)C (toluene), Cl.BrC1=CC=NC=C1 (4-Bromopyridine hydrochloride), P(OCC)(OCC)[O-] (diethyl phosphite), TEA. Product: N1=CC=C(C=C1)P(OCC)(OCC)=O (diethyl pyridin-4-ylphosphonate). RXN SMILES: Cl.Br[C:3]1[CH:8]=[CH:7][N:6]=[CH:5][CH:4]=1.[P:9]([O-:16])([O:13][CH2:14][CH3:15])[O:10][CH2:11][CH3:12].C1(C)C=CC=CC=1>C1C=CC([P]([Pd]([P](C2C=CC=CC=2)(C2C=CC=CC=2)C2C=CC=CC=2)([P](C2C=CC=CC=2)(C2C=CC=CC=2)C2C=CC=CC=2)[P](C2C=CC=CC=2)(C2C=CC=CC=2)C2C=CC=CC=2)(C2C=CC=CC=2)C2C=CC=CC=2)=CC=1.O>[N:6]1[CH:7]=[CH:8][C:3]([P:9](=[O:16])([O:13][CH2:14][CH3:15])[O:10][CH2:11][CH3:12])=[CH:4][CH:5]=1 |f:0.1,^1:27,29,48,67|. Reactants: C1(=CC=CC=C1)C=1C(=CNC1)C(=O)OC (Methyl 4-phenylpyrrole-3-carboxylate), Cl (Hydrochloric acid), C(C1=CC=CC=C1)(=O)Cl (benzoyl chloride), Stannic chloride. The solvent is C(Cl)Cl (methylene chloride). Reaction conditions: time 1.5 hour. Yields the product C1(=CC=CC=C1)C=1C(=CNC1C(C1=CC=CC=C1)=O)C(=O)OC (Methyl 4-Phenyl-5-benzoylpyrrole-3-carboxylate). Reaction SMILES: [C:1]1([C:7]2[C:8]([C:12]([O:14][CH3:15])=[O:13])=[CH:9][NH:10][CH:11]=2)[CH:6]=[CH:5][CH:4]=[CH:3][CH:2]=1.[C:16](Cl)(=[O:23])[C:17]1[CH:22]=[CH:21][CH:20]=[CH:19][CH:18]=1.Cl>C(Cl)Cl>[C:1]1([C:7]2[C:8]([C:12]([O:14][CH3:15])=[O:13])=[CH:9][NH:10][C:11]=2[C:16](=[O:23])[C:17]2[CH:22]=[CH:21][CH:20]=[CH:19][CH:18]=2)[CH:2]=[CH:3][CH:4]=[CH:5][CH:6]=1. Procedure: Methyl 4-phenylpyrrole-3-carboxylate (920 mg., 4.6 mmoles) and benzoyl chloride (0.53 ml., 4.6 mmoles) were combined in 50 ml. methylene chloride and stirred under nitrogen at room temperature. Stannic chloride (1.15 ml., 10 mmoles) was added. The resulting solution was stirred for 1.5 hours. Hydrochloric acid (1 N 25 ml.) was added slowly. The mixture was stirred for 10 minutes, the methylene chloride layer separated, back-washed with two 20 ml. portions of water, approximately 50 mg. of solids... Starting materials: Cl.COC=1C=C(C=CC1)NN (3-methoxyphenylhydrazine hydrochloride), C1(CCC2=CC=CC=C12)=O (1-indanone). The reagents and catalysts are C(C)(=O)O (acetic acid). Run in C(C)O (ethanol). Run at temperature 85 celsius. Yields the product COC=1C=CC=2C3=C(NC2C1)C1=CC=CC=C1C3 (7-methoxy-5,10-dihydroindeno[1,2-b]indole). The yield is 52.2%. Reaction SMILES: Cl.[CH3:2][O:3][C:4]1[CH:5]=[C:6]([NH:10]N)[CH:7]=[CH:8][CH:9]=1.[C:12]1(=O)[C:20]2[C:15](=[CH:16][CH:17]=[CH:18][CH:19]=2)[CH2:14][CH2:13]1>C(O)C.C(O)(=O)C>[CH3:2][O:3][C:4]1[CH:9]=[CH:8][C:7]2[C:13]3[CH2:12][C:20]4[C:15](=[CH:16][CH:17]=[CH:18][CH:19]=4)[C:14]=3[NH:10][C:6]=2[CH:5]=1 |f:0.1|. Reported procedure: To a solution of 3-methoxyphenylhydrazine hydrochloride (3.65 g, 20.9 mmol) and 1-indanone (2.77 g, 21.0 mmol) in ethanol (11.8 mL) was added glacial acetic acid (3 drops). The solution was stirred at reflux (85° C.) for 15 minutes and cooled to room temperature. Orange precipitate began to form upon cooling, and the mixture was subsequently emerged in an ice water bath to further induce crystallization. The solid was collected by vacuum filtration and dissolved in 22 mL isopropanol. Sulfuric ac... The reactants are C, CC(C)CCC(O)C(Cc1ccccc1)N(Cc1ccccc1)Cc1ccccc1, CO, O=C[O-], [NH4+], O, [Pd]. Product: CC(C)CCC(O)C(N)Cc1ccccc1. Reaction SMILES: [C:38].[CH2:1]([N:8]([CH2:2][c:3]1[cH:4][cH:5][cH:6][cH:7][cH:9]1)[CH:16]([CH2:17][c:18]1[cH:19][cH:20][cH:21][cH:22][cH:23]1)[CH:24]([CH2:25][CH2:26][CH:27]([CH3:28])[CH3:29])[OH:30])[c:10]1[cH:11][cH:12][cH:13][cH:14][cH:15]1.[CH3:35][OH:36].[CH:31]([O-:32])=[O:33].[NH4+:34].[OH2:37].[Pd:39]>>[NH2:8][CH:16]([CH2:17][c:18]1[cH:19][cH:20][cH:21][cH:22][cH:23]1)[CH:24]([CH2:25][CH2:26][CH:27]([CH3:28])[CH3:29])[OH:30]. The reactants are COC(=O)Cl, Cl, Cc1ccc(-c2noc(C3CNC3)n2)cc1NC(=O)c1cnc2ccccn12, O=C(O)CC(O)(CC(=O)O)C(=O)O, c1ccncc1. Yields the product COC(=O)N1CC(c2nc(-c3ccc(C)c(NC(=O)c4cnc5ccccn45)c3)no2)C1. RXN SMILES: [CH3:30][O:31][C:32](=[O:33])[Cl:34].[ClH:1].[NH:2]1[CH2:3][CH:4]([c:6]2[n:7][c:8](-[c:11]3[cH:12][cH:13][c:14]([CH3:29])[c:15]([NH:17][C:18](=[O:19])[c:20]4[cH:21][n:22][c:23]5[n:24]4[cH:25][cH:26][cH:27][cH:28]5)[cH:16]3)[n:9][o:10]2)[CH2:5]1.[OH:35][C:36]([CH2:37][C:38]([C:39](=[O:40])[OH:41])([CH2:42][C:43](=[O:44])[OH:45])[OH:46])=[O:47].[cH:48]1[cH:49][cH:50][n:51][cH:52][cH:53]1>>[N:2]1([C:32]([O:31][CH3:30])=[O:33])[CH2:3][CH:4]([c:6]2[n:7][c:8](-[c:11]3[cH:12][cH:13][c:14]([CH3:29])[c:15]([NH:17][C:18](=[O:19])[c:20]4[cH:21][n:22][c:23]5[n:24]4[cH:25][cH:26][cH:27][cH:28]5)[cH:16]3)[n:9][o:10]2)[CH2:5]1.